From a dataset of the Open Reaction Database (ORD), a public repository of structured organic reaction records. describe an organic reaction: reactants, conditions, products, and yield The reactants are CC(=O)[BH-](C(C)=O)C(C)=O, CNC, COCOc1cc(C#N)ccc1-c1cccc(C=O)c1, ClCCl. Product: COCOc1cc(C#N)ccc1-c1cccc(CN(C)C)c1. Reaction SMILES: [C:24]([BH-:25]([C:26](=[O:27])[CH3:28])[C:29](=[O:30])[CH3:31])(=[O:32])[CH3:33].[CH3:21][NH:22][CH3:23].[CH:1](=[O:2])[c:3]1[cH:4][c:5](-[c:9]2[c:10]([O:17][CH2:18][O:19][CH3:20])[cH:11][c:12]([C:15]#[N:16])[cH:13][cH:14]2)[cH:6][cH:7][cH:8]1.[Cl:34][CH2:35][Cl:36]>>[CH2:1]([c:3]1[cH:4][c:5](-[c:9]2[c:10]([O:17][CH2:18][O:19][CH3:20])[cH:11][c:12]([C:15]#[N:16])[cH:13][cH:14]2)[cH:6][cH:7][cH:8]1)[N:22]([CH3:21])[CH3:23].